From a dataset of the Open Reaction Database (ORD), a public repository of structured organic reaction records. describe an organic reaction: reactants, conditions, products, and yield Reactants: CNCC(CCN1CCC(N2CCCCC2=O)CC1)c1ccc(Cl)c(Cl)c1, ClCCl, O=C(Cl)c1ccc(F)cc1. Yields the product CN(CC(CCN1CCC(N2CCCCC2=O)CC1)c1ccc(Cl)c(Cl)c1)C(=O)c1ccc(F)cc1. Reaction SMILES: [Cl:11][c:12]1[cH:13][c:14]([CH:19]([CH2:20][CH2:21][N:22]2[CH2:23][CH2:24][CH:25]([N:28]3[C:29](=[O:34])[CH2:30][CH2:31][CH2:32][CH2:33]3)[CH2:26][CH2:27]2)[CH2:35][NH:36][CH3:37])[cH:15][cH:16][c:17]1[Cl:18].[Cl:38][CH2:39][Cl:40].[F:1][c:2]1[cH:3][cH:4][c:5]([C:6](=[O:7])[Cl:8])[cH:9][cH:10]1>>[F:1][c:2]1[cH:3][cH:4][c:5]([C:6](=[O:7])[N:36]([CH2:35][CH:19]([c:14]2[cH:13][c:12]([Cl:11])[c:17]([Cl:18])[cH:16][cH:15]2)[CH2:20][CH2:21][N:22]2[CH2:23][CH2:24][CH:25]([N:28]3[C:29](=[O:34])[CH2:30][CH2:31][CH2:32][CH2:33]3)[CH2:26][CH2:27]2)[CH3:37])[cH:9][cH:10]1. The reactants are C(C1=CC=CC=C1)OC(N[C@H]1C(N[C@H](COCC=CCN2C=NC(C1)=C2)C(C)C)=O)=O (Benzyl((8S,11R)-8-isopropyl-10-oxo-6-oxa-1,9,14-triazabicyclo[11.2.1]hexadeca-3,13(16),14-trien-11-yl)carbamate). The reagents and catalysts are [Pd] (palladium on carbon). Solvent: CO (methanol). The product is N[C@H]1C(N[C@H](COCCCCN2C=NC(C1)=C2)C(C)C)=O ((8S,11R)-11-Amino-8-isopropyl-6-oxa-1,9,14-triazabicyclo[11.2.1]hexadeca-13(16),14-dien-10-one). Isolated yield 17.9%. As a reaction SMILES: C(OC(=O)[NH:10][C@@H:11]1[CH2:25][C:24]2=[CH:26][N:21]([CH:22]=[N:23]2)[CH2:20][CH:19]=[CH:18][CH2:17][O:16][CH2:15][C@H:14]([CH:27]([CH3:29])[CH3:28])[NH:13][C:12]1=[O:30])C1C=CC=CC=1>CO.[Pd]>[NH2:10][C@@H:11]1[CH2:25][C:24]2=[CH:26][N:21]([CH:22]=[N:23]2)[CH2:20][CH2:19][CH2:18][CH2:17][O:16][CH2:15][C@H:14]([CH:27]([CH3:28])[CH3:29])[NH:13][C:12]1=[O:30]. Procedure details: A solution of 0.49 g (1.14 mmol) of benzyl((8S,11R)-8-isopropyl-10-oxo-6-oxa-1,9,14-triazabicyclo[11.2.1]hexadeca-3,13(16),14-trien-11-yl)carbamate from step C in 80 ml of methanol was hydrogenated over 0.12 g of palladium on carbon (10%) under a hydrogen atmosphere under autogenous pressure at RT. After the starting material had completely reacted, the mixture was filtered and concentrated. The residue was purified by preparative HPLC. 0.06 g of the title compound was obtained.